This data is from the Open Reaction Database (ORD), a public repository of structured organic reaction records. The task is: describe an organic reaction: reactants, conditions, products, and yield Reactants: O=C([O-])[O-], CCCCc1nc(C)[nH]c(=O)c1Cc1ccc(-c2ccccc2C#N)cc1, CN(C)C=O, CCOC(C)=O, ClCn1nnc2ccccc21, [K+], [K+]. Product: CCCCc1nc(C)n(Cn2nnc3ccccc32)c(=O)c1Cc1ccc(-c2ccccc2C#N)cc1. RXN SMILES: [C:28](=[O:29])([O-:30])[O-:31].[CH2:1]([CH2:2][CH2:3][CH3:4])[c:5]1[n:6][c:7]([CH3:27])[nH:8][c:9](=[O:26])[c:10]1[CH2:11][c:12]1[cH:13][cH:14][c:15](-[c:18]2[c:19]([C:24]#[N:25])[cH:20][cH:21][cH:22][cH:23]2)[cH:16][cH:17]1.[CH3:45][N:46]([CH3:47])[CH:48]=[O:49].[CH3:50][CH2:51][O:52][C:53](=[O:54])[CH3:55].[Cl:34][CH2:35][n:36]1[n:37][n:38][c:39]2[c:40]1[cH:41][cH:42][cH:43][cH:44]2.[K+:32].[K+:33]>>[CH2:1]([CH2:2][CH2:3][CH3:4])[c:5]1[n:6][c:7]([CH3:27])[n:8]([CH2:35][n:36]2[n:37][n:38][c:39]3[c:40]2[cH:41][cH:42][cH:43][cH:44]3)[c:9](=[O:26])[c:10]1[CH2:11][c:12]1[cH:13][cH:14][c:15](-[c:18]2[c:19]([C:24]#[N:25])[cH:20][cH:21][cH:22][cH:23]2)[cH:16][cH:17]1. Reactants: O=C1Nc2ccc(Br)cc2C(c2ccccc2F)=NC1OC(=O)C(F)(F)F, O=C([O-])O, CCO, [Na+]. Yields the product O=C1Nc2ccc(Br)cc2C(c2ccccc2F)=NC1O. As a reaction SMILES: [Br:1][c:2]1[cH:3][cH:4][c:5]2[c:6]([cH:27]1)[C:7]([c:20]1[c:21]([F:26])[cH:22][cH:23][cH:24][cH:25]1)=[N:8][CH:9]([O:13][C:14](=[O:15])[C:16]([F:17])([F:18])[F:19])[C:10](=[O:12])[NH:11]2.[C:28](=[O:29])([OH:30])[O-:31].[CH3:33][CH2:34][OH:35].[Na+:32]>>[Br:1][c:2]1[cH:3][cH:4][c:5]2[c:6]([cH:27]1)[C:7]([c:20]1[c:21]([F:26])[cH:22][cH:23][cH:24][cH:25]1)=[N:8][CH:9]([OH:13])[C:10](=[O:12])[NH:11]2. Starting materials: C(C)[C@@H](C(=O)[O-])S(=O)(=NC(=O)C=1C=NC=C(C1)C#CC1=CC(=CC=C1)NC(=O)C=1OC=CC1C)C1=CC=CC=C1 ((S)-Ethyl(N-{[5-({3-[(3-methyl-2-furoyl)amino]phenyl}ethynyl)pyridin-3-yl]carbonyl}-S-phenylsulfonimidoyl)acetate), N1CCCC1 (pyrrolidine). The product is CC1=C(OC=C1)C(=O)NC=1C=C(C=CC1)C#CC=1C=NC=C(C(=O)N=[S@@](C2=CC=CC=C2)(CC(N2CCCC2)=O)=O)C1 ((S)-5-({3-[(3-methyl-2-furoyl)amino]phenyl}ethynyl)-N-[oxido(2-oxo-2-pyrrolidin-1-ylethyl)phenyl--sulfanylidene]nicotinamide). Reaction SMILES: C([C@H:3]([S:7]([C:35]1[CH:40]=[CH:39][CH:38]=[CH:37][CH:36]=1)(=[N:9][C:10]([C:12]1[CH:13]=[N:14][CH:15]=[C:16]([C:18]#[C:19][C:20]2[CH:25]=[CH:24][CH:23]=[C:22]([NH:26][C:27]([C:29]3[O:30][CH:31]=[CH:32][C:33]=3[CH3:34])=[O:28])[CH:21]=2)[CH:17]=1)=[O:11])=[O:8])[C:4]([O-])=[O:5])C.[NH:41]1[CH2:45][CH2:44][CH2:43][CH2:42]1>>[CH3:34][C:33]1[CH:32]=[CH:31][O:30][C:29]=1[C:27]([NH:26][C:22]1[CH:21]=[C:20]([C:19]#[C:18][C:16]2[CH:15]=[N:14][CH:13]=[C:12]([CH:17]=2)[C:10]([N:9]=[S@:7](=[O:8])([CH2:3][C:4](=[O:5])[N:41]2[CH2:45][CH2:44][CH2:43][CH2:42]2)[C:35]2[CH:40]=[CH:39][CH:38]=[CH:37][CH:36]=2)=[O:11])[CH:25]=[CH:24][CH:23]=1)=[O:28]. Procedure details: In a manner similar to that described in Example 534, (S)-Ethyl(N-{[5-({3-[(3-methyl-2-furoyl)amino]phenyl}ethynyl)pyridin-3-yl]carbonyl}-S-phenylsulfonimidoyl)acetate and pyrrolidine were reacted to give the title compound. The reactants are FC(C(=O)O)(F)F (Trifluoroacetic acid), C(C)(C)(C)OC(NC1=NN(C(=N1)C=1C(=C(C=2N(C1)N=C(N2)N)C2=CC(=CC=C2)C(F)(F)F)C)C2=CC=C(C=C2)C#N)=O ([5-[2-amino-7-methyl-8-(3-trifluoromethyl-phenyl)-[1,2,4]triazolo[1,5-a]pyridin-6-yl]-1-(4-cyano-phenyl)-1H-[1,2,4]triazol-3-yl]-carbamic acid tert-butyl ester), C(=O)(O)[O-].[Na+] (NaHCO3). The solvent is C(Cl)Cl (DCM). Reaction conditions: time 2.5 hour. The product is NC1=NN(C(=N1)C=1C(=C(C=2N(C1)N=C(N2)N)C2=CC(=CC=C2)C(F)(F)F)C)C2=CC=C(C#N)C=C2 (4-{3-Amino-5-[2-amino-7-methyl-8-(3-trifluoromethyl-phenyl)-[1,2,4]triazolo[1,5-a]pyridin-6-yl]-[1,2,4]triazol-1-yl}-benzonitrile). The yield is 2.2%. Reaction SMILES: FC(F)(F)C(O)=O.C(OC(=O)[NH:14][C:15]1[N:19]=[C:18]([C:20]2[C:21]([CH3:40])=[C:22]([C:30]3[CH:35]=[CH:34][CH:33]=[C:32]([C:36]([F:39])([F:38])[F:37])[CH:31]=3)[C:23]3[N:24]([N:26]=[C:27]([NH2:29])[N:28]=3)[CH:25]=2)[N:17]([C:41]2[CH:46]=[CH:45][C:44]([C:47]#[N:48])=[CH:43][CH:42]=2)[N:16]=1)(C)(C)C.C([O-])(O)=O.[Na+]>C(Cl)Cl>[NH2:14][C:15]1[N:19]=[C:18]([C:20]2[C:21]([CH3:40])=[C:22]([C:30]3[CH:35]=[CH:34][CH:33]=[C:32]([C:36]([F:39])([F:38])[F:37])[CH:31]=3)[C:23]3[N:24]([N:26]=[C:27]([NH2:29])[N:28]=3)[CH:25]=2)[N:17]([C:41]2[CH:42]=[CH:43][C:44]([C:47]#[N:48])=[CH:45][CH:46]=2)[N:16]=1 |f:2.3|. Procedure: Trifluoroacetic acid (1 mL) was added to a solution of [5-[2-amino-7-methyl-8-(3-trifluoromethyl-phenyl)-[1,2,4]triazolo[1,5-a]pyridin-6-yl]-1-(4-cyano-phenyl)-1H-[1,2,4]triazol-3-yl]-carbamic acid tert-butyl ester (Int. 38, 325 mg, 0.565 mmol) in DCM (5 mL) and the reaction mixture was stirred for 2.5 hrs. Saturated aqueous NaHCO3 solution (10 mL) was added and the phases were separated then the organics were concentrated in vacuo. The resulting residue was purified by HPLC, C 18 column, elutin... Reactants: [Li]CCCC, ClCCl, Cn1c(C(F)(F)F)cc(=O)n(-c2ccc3snc(C(=O)O)c3c2)c1=O, CN(C)C=O, O=C(Cl)C(=O)Cl, N#C[Cu]C#N, C1CCOC1. Yields the product CCCCC(=O)c1nsc2ccc(-n3c(=O)cc(C(F)(F)F)n(C)c3=O)cc12. Reaction SMILES: [CH2:37]([CH2:38][CH2:39][CH3:40])[Li:41].[CH2:42]([Cl:43])[Cl:44].[CH3:1][n:2]1[c:3](=[O:25])[n:4](-[c:13]2[cH:14][cH:15][c:16]3[c:17]([c:18]([C:21](=[O:22])[OH:23])[n:19][s:20]3)[cH:24]2)[c:5](=[O:12])[cH:6][c:7]1[C:8]([F:9])([F:10])[F:11].[CH3:50][N:51]([CH3:52])[CH:53]=[O:54].[Cl:26][C:27]([C:28]([Cl:29])=[O:30])=[O:31].[Cu:32]([C:33]#[N:34])[C:35]#[N:36].[O:45]1[CH2:46][CH2:47][CH2:48][CH2:49]1>>[CH3:1][n:2]1[c:3](=[O:25])[n:4](-[c:13]2[cH:14][cH:15][c:16]3[c:17]([c:18]([C:21](=[O:23])[CH2:37][CH2:38][CH2:39][CH3:40])[n:19][s:20]3)[cH:24]2)[c:5](=[O:12])[cH:6][c:7]1[C:8]([F:9])([F:10])[F:11]. Reactants: N=1N=C(N2C1C=CC=C2)C2=NC1=C(C=CC=C1C=C2)O (2-([1,2,4]triazolo[4,3-a]pyridin-3-yl)quinolin-8-ol), C([O-])([O-])=O.[Cs+].[Cs+] (cesium carbonate), O (water), C(C(C)(C)C)I (neopentyl iodide). Conditions: time 2 hour. The product is N=1N=C(N2C1C=CC=C2)C2=NC1=C(C=CC=C1C=C2)OCC(C)(C)C (2-([1,2,4]triazolo[4,3-a]pyridin-3-yl)-8-(neopentyloxy)quinoline). Reported procedure: To a solution of 2-([1,2,4]triazolo[4,3-a]pyridin-3-yl)quinolin-8-ol (100 mg, 0.38 mmol), Example 1, Step D, in anhydrous DMA (2 mL) was added cesium carbonate (373 mg, 1.14 mmol) followed by neopentyl iodide (101 μL, 0.76 mmol). The heterogeneous mixture was stirred at ambient temperature for 2 hours then at 100° C. for 16 hours. The cooled mixture was treated with water (30 mL) and extracted with EtOAc (3×20 mL). The combined organic phases were washed with water and brine, dried over Na2SO4 a... Solvent: CC(=O)N(C)C (DMA). Isolated yield 49.1%. Reaction SMILES: [N:1]1[N:2]=[C:3]([C:10]2[CH:19]=[CH:18][C:17]3[C:12](=[C:13]([OH:20])[CH:14]=[CH:15][CH:16]=3)[N:11]=2)[N:4]2[CH:9]=[CH:8][CH:7]=[CH:6][C:5]=12.C(=O)([O-])[O-].[Cs+].[Cs+].[CH2:27](I)[C:28]([CH3:31])([CH3:30])[CH3:29].O>CC(N(C)C)=O>[N:1]1[N:2]=[C:3]([C:10]2[CH:19]=[CH:18][C:17]3[C:12](=[C:13]([O:20][CH2:27][C:28]([CH3:31])([CH3:30])[CH3:29])[CH:14]=[CH:15][CH:16]=3)[N:11]=2)[N:4]2[CH:9]=[CH:8][CH:7]=[CH:6][C:5]=12 |f:1.2.3|.